Task: describe an organic reaction: reactants, conditions, products, and yield. Dataset: the Open Reaction Database (ORD), a public repository of structured organic reaction records Procedure: A mixture of tert-butyl [(3-methyl-2-oxo-2,3-dihydro-1H-benzimidazol-5-yl)methyl]carbamate (658 mg, 2.37 mmol) and 10% hydrogen chloride-MeOH was stirred for 2 hours at ambient temperature. The formed precipitate was collected and washed with DCM to give the title compound as a white solid (436 mg, 86%). 1H NMR (CDCl3): δ 3.28 (3H, s), 3.73 (2H, brs), 7.01 (1H, d, J=7.9 Hz), 7.12 (1H, d, J=7.9 Hz), 7.28 (1H, d, J=8.5 Hz), 8.03-8.67 (3H, m), 11.02 (1H, s). MS (ESI) m/z 176 (M−H)+. Run at time 2 hour. As a reaction SMILES: [CH3:1][N:2]1[C:6]2[CH:7]=[C:8]([CH2:11][NH:12]C(=O)OC(C)(C)C)[CH:9]=[CH:10][C:5]=2[NH:4][C:3]1=[O:20].[ClH:21].CO>>[ClH:21].[NH2:12][CH2:11][C:8]1[CH:9]=[CH:10][C:5]2[NH:4][C:3](=[O:20])[N:2]([CH3:1])[C:6]=2[CH:7]=1 |f:1.2,3.4|. Starting materials: CN1C(NC2=C1C=C(C=C2)CNC(OC(C)(C)C)=O)=O (tert-butyl [(3-methyl-2-oxo-2,3-dihydro-1H-benzimidazol-5-yl)methyl]carbamate), Cl.CO (hydrogen chloride MeOH). The yield is 86.0%. The product is Cl.NCC=1C=CC2=C(N(C(N2)=O)C)C1 (6-(Aminomethyl)-1-methyl-1,3-dihydro-2H-benzimidazol-2-one, hydrochloride). The reactants are CC(C)([O-])C.[K+] (potassium tert-butoxide), NC1=CC(=C(C#N)C=C1I)C(F)(F)F (4-Amino-5-iodo-2-trifluoromethyl-benzonitrile), CS(=O)(=O)Cl (Methanesulfonyl chloride). Run in C1CCOC1 (THF), C1CCOC1 (THF). Product: C(#N)C1=CC(=C(C=C1C(F)(F)F)NS(=O)(=O)C)I (N-(4-Cyano-2-iodo-5-trifluoromethyl-phenyl)-methanesulfonamide). As a reaction SMILES: [NH2:1][C:2]1[C:9]([I:10])=[CH:8][C:5]([C:6]#[N:7])=[C:4]([C:11]([F:14])([F:13])[F:12])[CH:3]=1.CC(C)([O-])C.[K+].[CH3:21][S:22](Cl)(=[O:24])=[O:23]>C1COCC1>[C:6]([C:5]1[C:4]([C:11]([F:14])([F:12])[F:13])=[CH:3][C:2]([NH:1][S:22]([CH3:21])(=[O:24])=[O:23])=[C:9]([I:10])[CH:8]=1)#[N:7] |f:1.2|. Procedure: 4-Amino-5-iodo-2-trifluoromethyl-benzonitrile (8.04 g, 25.77 mmoles) was dissolved in anhydrous THF (60 mL), stirred under a nitrogen atmosphere and cooled in an ice/brine bath for 20 min. 1.0 M potassium tert-butoxide in THF (82 mL, 82 mmoles) was added and the reaction mixture was stirred for 20 min. Methanesulfonyl chloride (3.2 mL, 41.18 mmoles) was then added and the reaction mixture was stirred at ambient temperature overnight. The reaction mixture was quenched with 1N HCl (90 mL) and extr... Starting materials: N (Ammonia), C(C)OC=1C=C(C=CC1)NC1=NN=C(O1)C(=O)NC1=CC=C(C=C1)[C@@H]1CC[C@H](CC1)CC(=O)O ((trans-4-{4-[({5-[(3-ethoxyphenyl)amino]-1,3,4-oxadiazol-2-yl}carbonyl)amino]phenyl}cyclohexyl)acetic acid), CCN=C=NCCCN(C)C (EDAC), C=1C=CC2=C(C1)N=NN2O (HOBt). Solvent: O (water), CN(C)C=O (DMF), CN(C)C=O (DMF). Run at temperature 100 celsius, time 16 hour. The product is NC(C[C@@H]1CC[C@H](CC1)C1=CC=C(C=C1)NC(=O)C=1OC(=NN1)NC1=CC(=CC=C1)OCC)=O (N-{4-[trans-4-(2-Amino-2-oxoethyl)cyclohexyl]phenyl}-5-[(3-ethoxyphenyl)amino]-1,3,4-oxadiazole-2-carboxamide). The yield is 15.4%. RXN SMILES: N.[CH2:2]([O:4][C:5]1[CH:6]=[C:7]([NH:11][C:12]2[O:16][C:15]([C:17]([NH:19][C:20]3[CH:25]=[CH:24][C:23]([C@H:26]4[CH2:31][CH2:30][C@H:29]([CH2:32][C:33]([OH:35])=O)[CH2:28][CH2:27]4)=[CH:22][CH:21]=3)=[O:18])=[N:14][N:13]=2)[CH:8]=[CH:9][CH:10]=1)[CH3:3].CC[N:38]=C=NCCCN(C)C.C1C=CC2N(O)N=NC=2C=1>O.CN(C=O)C>[NH2:38][C:33](=[O:35])[CH2:32][C@H:29]1[CH2:28][CH2:27][C@H:26]([C:23]2[CH:24]=[CH:25][C:20]([NH:19][C:17]([C:15]3[O:16][C:12]([NH:11][C:7]4[CH:8]=[CH:9][CH:10]=[C:5]([O:4][CH2:2][CH3:3])[CH:6]=4)=[N:13][N:14]=3)=[O:18])=[CH:21][CH:22]=2)[CH2:31][CH2:30]1. Procedure: Ammonia (0.06 mL of a 28-30% wt % solution in water) was added to a stirred mixture of (trans-4-{4-[({5-[(3-ethoxyphenyl)amino]-1,3,4-oxadiazol-2-yl}carbonyl)amino]phenyl}cyclohexyl)acetic acid (Example 113, 65 mg), EDAC (32 mg), and HOBt (23 mg) in DMF (1 mL). The mixture was stirred for 16 h then was diluted with DMF (2 mL) and heated to 100° C. for 30 minutes in an Emrys Optimizer™ microwave. The crude mixture was purified directly by HPLC using a gradient of 25-75% acetonitrile/water with 1%... Product: ClC1=CC=C(C=N1)C(=O)C1=CC=C(C=C1)C(F)(F)F ((6-chloropyridin-3-yl)(4-trifluoromethylphenyl)methanone). Starting materials: [Cl-].[NH4+] (ammonium chloride), BrC1=CC=C(C=C1)C(F)(F)F (4-bromobenzotrifluoride), BrC1=CC=C(C=C1)C(F)(F)F (4-bromobenzotrifluoride), [Mg] (magnesium), ClC1=NC=C(C(=O)N(C)OC)C=C1 (6-chloro-N-methoxy-N-methylnicotinamide). As a reaction SMILES: Br[C:2]1[CH:7]=[CH:6][C:5]([C:8]([F:11])([F:10])[F:9])=[CH:4][CH:3]=1.[Mg].[Cl:13][C:14]1[CH:25]=[CH:24][C:17]([C:18](N(OC)C)=[O:19])=[CH:16][N:15]=1.[Cl-].[NH4+]>C1COCC1.BrCCBr.O>[Cl:13][C:14]1[N:15]=[CH:16][C:17]([C:18]([C:2]2[CH:7]=[CH:6][C:5]([C:8]([F:11])([F:10])[F:9])=[CH:4][CH:3]=2)=[O:19])=[CH:24][CH:25]=1 |f:3.4|. The solvent is O (water), C1CCOC1 (THF), C1CCOC1 (THF), C1CCOC1 (THF). Reagents/catalysts: BrCCBr (1,2-dibromoethane). Procedure: Under an argon gas flow, half of a solution of 4-bromobenzotrifluoride (1.20 g, 5.33 mmol) in THF (6 mL) was added to magnesium (156 mg, 6.41 mmol). The resulting solution was stirred, and further 1,2-dibromoethane (3 drops) was added. Once the reaction began, the balance of the 4-bromobenzotrifluoride in THF solution was added dropwise, and once dropping had finished, the resulting solution was stirred for 30 minutes at 60° C. A solution of 6-chloro-N-methoxy-N-methylnicotinamide (990 mg, 5.36 ... The reactants are CC(C)C(O)(c1ccc(Br)cc1)c1cn(C(c2ccccc2)(c2ccccc2)c2ccccc2)cn1, COc1ccc(B(O)O)cc1OC, [Na+], [Na+], O=C([O-])[O-], c1ccc(P(c2ccccc2)(c2ccccc2)[Pd](P(c2ccccc2)(c2ccccc2)c2ccccc2)(P(c2ccccc2)(c2ccccc2)c2ccccc2)P(c2ccccc2)(c2ccccc2)c2ccccc2)cc1. Product: COc1ccc(-c2ccc(C(O)(c3cn(C(c4ccccc4)(c4ccccc4)c4ccccc4)cn3)C(C)C)cc2)cc1OC. RXN SMILES: [Br:1][c:2]1[cH:3][cH:4][c:5]([C:8]([CH:9]([CH3:10])[CH3:11])([OH:12])[c:13]2[n:14][cH:15][n:16]([C:18]([c:19]3[cH:20][cH:21][cH:22][cH:23][cH:24]3)([c:25]3[cH:26][cH:27][cH:28][cH:29][cH:30]3)[c:31]3[cH:32][cH:33][cH:34][cH:35][cH:36]3)[cH:17]2)[cH:6][cH:7]1.[CH3:37][O:38][c:39]1[cH:40][c:41]([B:47]([OH:48])[OH:49])[cH:42][cH:43][c:44]1[O:45][CH3:46].[Na+:50].[Na+:51].[O-:52][C:53](=[O:54])[O-:55].[cH:56]1[cH:57][cH:58][c:59]([P:60]([Pd:61]([P:62]([c:63]2[cH:64][cH:65][cH:66][cH:67][cH:68]2)([c:69]2[cH:70][cH:71][cH:72][cH:73][cH:74]2)[c:75]2[cH:76][cH:77][cH:78][cH:79][cH:80]2)([P:81]([c:82]2[cH:83][cH:84][cH:85][cH:86][cH:87]2)([c:88]2[cH:89][cH:90][cH:91][cH:92][cH:93]2)[c:94]2[cH:95][cH:96][cH:97][cH:98][cH:99]2)[P:100]([c:101]2[cH:102][cH:103][cH:104][cH:105][cH:106]2)([c:107]2[cH:108][cH:109][cH:110][cH:111][cH:112]2)[c:113]2[cH:114][cH:115][cH:116][cH:117][cH:118]2)([c:119]2[cH:120][cH:121][cH:122][cH:123][cH:124]2)[c:125]2[cH:126][cH:127][cH:128][cH:129][cH:130]2)[cH:131][cH:132]1>>[c:2]1(-[c:41]2[cH:40][c:39]([O:38][CH3:37])[c:44]([O:45][CH3:46])[cH:43][cH:42]2)[cH:3][cH:4][c:5]([C:8]([CH:9]([CH3:10])[CH3:11])([OH:12])[c:13]2[n:14][cH:15][n:16]([C:18]([c:19]3[cH:20][cH:21][cH:22][cH:23][cH:24]3)([c:25]3[cH:26][cH:27][cH:28][cH:29][cH:30]3)[c:31]3[cH:32][cH:33][cH:34][cH:35][cH:36]3)[cH:17]2)[cH:6][cH:7]1.